This data is from the Open Reaction Database (ORD), a public repository of structured organic reaction records. The task is: describe an organic reaction: reactants, conditions, products, and yield Starting materials: ClCC(=O)Cl (chloroacetyl chloride), ClCC(=O)Cl (Chloroacetyl chloride), NC1CCN(CC1)CCC1=CNC2=CC=CC=C12 (4-amino-1-(2-[indol-3-yl]ethyl)piperidine), C([O-])([O-])=O.[K+].[K+] (potassium carbonate), O (water). The reagents and catalysts are C([O-])([O-])=O.[K+].[K+] (potassium carbonate). Run in ClCCl (dichloromethane). The product is ClCC(=O)NC1CCN(CC1)CCC1=CNC2=CC=CC=C12 (2-chloro-N-[1-[2-(1H-indol-3-yl)ethyl]-4-piperidinyl]acetamide). The yield is 121.1%. RXN SMILES: [Cl:1][CH2:2][C:3](Cl)=[O:4].[NH2:6][CH:7]1[CH2:12][CH2:11][N:10]([CH2:13][CH2:14][C:15]2[C:23]3[C:18](=[CH:19][CH:20]=[CH:21][CH:22]=3)[NH:17][CH:16]=2)[CH2:9][CH2:8]1.C(=O)([O-])[O-].[K+].[K+].O>C(=O)([O-])[O-].[K+].[K+].ClCCl>[Cl:1][CH2:2][C:3]([NH:6][CH:7]1[CH2:12][CH2:11][N:10]([CH2:13][CH2:14][C:15]2[C:23]3[C:18](=[CH:19][CH:20]=[CH:21][CH:22]=3)[NH:17][CH:16]=2)[CH2:9][CH2:8]1)=[O:4] |f:2.3.4,6.7.8|. Reported procedure: Chloroacetyl chloride (4.0 cm3, 50.18 mmol) was added dropwise to a vigorously stirred mixture of 4-amino-1-(2-[indol-3-yl]ethyl)piperidine (12.10 g, 49.8 mmol), potassium carbonate (7.0 g 50.72 mmol) water (100 cm3) and dichloromethane (300 cm3). After 3/4 hour more chloroacetyl chloride (0.5 cm3, 6.27 mmol) and potassium carbonate (0.5 g, 3.62 mmol) were added and stirring continued for a further 3/4 hour. The organic phase was separated, washed with water, dried over magnesium sulphate and ev... Starting materials: FC(C=1C=C(C=CC1)C1=CC=C(O1)C(=O)O)(F)F (5-(3-trifluoromethyl-phenyl)-furan-2-carboxylic acid), CCN(C(C)C)C(C)C (DIPEA), OC(=O)C(F)(F)F.NCC(=O)N1CCN(CC1)C(C1=C(C=CC=C1)C(F)(F)F)=O (2-amino-1-[4-(2-trifluoromethyl-benzoyl)-piperazin-1-yl]-ethanone TFA salt), C=1C=CC2=C(C1)N=NN2O (HOBT), CCN=C=NCCCN(C)C (EDCI). Solvent: O (water), CN(C)C=O (DMF). Run at time 2 minute. Product: O=C(CNC(=O)C=1OC(=CC1)C1=CC(=CC=C1)C(F)(F)F)N1CCN(CC1)C(C1=C(C=CC=C1)C(F)(F)F)=O (5-(3-trifluoromethyl-phenyl)-furan-2-carboxylic acid {2-oxo-2-[4-(2-trifluoromethyl-benzoyl)-piperazin-1-yl]-ethyl}-amide). Yield: 36.1%. As a reaction SMILES: CCN(C(C)C)C(C)C.OC(C(F)(F)F)=O.[NH2:17][CH2:18][C:19]([N:21]1[CH2:26][CH2:25][N:24]([C:27](=[O:38])[C:28]2[CH:33]=[CH:32][CH:31]=[CH:30][C:29]=2[C:34]([F:37])([F:36])[F:35])[CH2:23][CH2:22]1)=[O:20].C1C=CC2N(O)N=NC=2C=1.CCN=C=NCCCN(C)C.[F:60][C:61]([F:77])([F:76])[C:62]1[CH:63]=[C:64]([C:68]2[O:72][C:71]([C:73](O)=[O:74])=[CH:70][CH:69]=2)[CH:65]=[CH:66][CH:67]=1>CN(C=O)C.O>[O:20]=[C:19]([N:21]1[CH2:22][CH2:23][N:24]([C:27](=[O:38])[C:28]2[CH:33]=[CH:32][CH:31]=[CH:30][C:29]=2[C:34]([F:37])([F:35])[F:36])[CH2:25][CH2:26]1)[CH2:18][NH:17][C:73]([C:71]1[O:72][C:68]([C:64]2[CH:65]=[CH:66][CH:67]=[C:62]([C:61]([F:77])([F:60])[F:76])[CH:63]=2)=[CH:69][CH:70]=1)=[O:74] |f:1.2|. Procedure details: DIPEA (75 mg, 0.1 mL, 0.59 mmol) was added to a stirred solution of 2-amino-1-[4-(2-trifluoromethyl-benzoyl)-piperazin-1-yl]-ethanone TFA salt (100 mg, 0.23 mmol) in DMF (1 mL). HOBT (32 mg, 0.23 mmol) and EDCI (44 mg, 0.23 mmol) were then added at room temperature. After 2 minutes, 5-(3-trifluoromethyl-phenyl)-furan-2-carboxylic acid (50 mg, 0.20 mmol) was added and the resulting mixture was stirred at room temperature for 4 hrs. Cold water was then added and the product was extracted with EtOA...